From a dataset of the Open Reaction Database (ORD), a public repository of structured organic reaction records. describe an organic reaction: reactants, conditions, products, and yield The reactants are COC=C1C(=O)NC(=O)c2ccc(I)cc21, CN(C)C=O, CCCOc1cn(C)c(CN)cc1=O. Product: CCCOc1cn(C)c(CNC=C2C(=O)NC(=O)c3ccc(I)cc32)cc1=O. Reaction SMILES: [CH3:15][O:16][CH:17]=[C:18]1[C:19](=[O:30])[NH:20][C:21](=[O:29])[c:22]2[cH:23][cH:24][c:25]([I:28])[cH:26][c:27]21.[CH3:31][N:32]([CH3:33])[CH:34]=[O:35].[NH2:1][CH2:2][c:3]1[n:4]([CH3:14])[cH:5][c:6]([O:10][CH2:11][CH2:12][CH3:13])[c:7](=[O:9])[cH:8]1>>[NH:1]([CH2:2][c:3]1[n:4]([CH3:14])[cH:5][c:6]([O:10][CH2:11][CH2:12][CH3:13])[c:7](=[O:9])[cH:8]1)[CH:17]=[C:18]1[C:19](=[O:30])[NH:20][C:21](=[O:29])[c:22]2[cH:23][cH:24][c:25]([I:28])[cH:26][c:27]21. The reactants are ClC1=C(C=C(C(=C1)F)N1C(N(C(=CC1=O)C(F)(F)F)C)=O)NC(=O)CC(CC(=O)O)C(F)(F)F (4-(N-(2-chloro-4-fluoro-5(1-methyl-6-trifluoromethyl-2,4(1H,3H)-pyrimidinedion-3-yl)phenyl)carbamoyl)-3-trifluoromethylbutyric acid), S(=O)(Cl)Cl (thionyl chloride), O1CCCC1 (tetrahydrofuran). Conditions: time 2 hour. Product: ClC1=CC(=C(C=C1N1C(CC(CC1=O)C(F)(F)F)=O)N1C(N(C(=CC1=O)C(F)(F)F)C)=O)F (3-(4-chloro-5-(2,6-dioxo-4-trifluoromethylpiperidin-1-yl)-2-fluorophenyl)-1-methyl-6-trifluoromethyl-2,4(1H,3H)-pyrimidinedione). Reaction SMILES: [Cl:1][C:2]1[CH:7]=[C:6]([F:8])[C:5]([N:9]2[C:14](=[O:15])[CH:13]=[C:12]([C:16]([F:19])([F:18])[F:17])[N:11]([CH3:20])[C:10]2=[O:21])=[CH:4][C:3]=1[NH:22][C:23](CC(C(F)(F)F)CC(O)=O)=[O:24].S(Cl)(Cl)=O.[O:39]1[CH2:43][CH2:42][CH2:41][CH2:40]1>>[Cl:1][C:2]1[C:3]([N:22]2[C:43](=[O:39])[CH2:42][CH:41]([C:16]([F:19])([F:18])[F:17])[CH2:40][C:23]2=[O:24])=[CH:4][C:5]([N:9]2[C:14](=[O:15])[CH:13]=[C:12]([C:16]([F:19])([F:18])[F:17])[N:11]([CH3:20])[C:10]2=[O:21])=[C:6]([F:8])[CH:7]=1. Procedure: To a solution of 0.50 g of 4-(N-(2-chloro-4-fluoro-5(1-methyl-6-trifluoromethyl-2,4(1H,3H)-pyrimidinedion-3-yl)phenyl)carbamoyl)-3-trifluoromethylbutyric acid and 7 ml of dry tetrahydrofuran was added dropwise 0.23 g of thionyl chloride at room temperature. After stirring for 2 hours under reflux, the temperature was cooled to room temperature, and the solvent was removed by distillation under reduced pressure. The resulting crude product was extracted with ethyl acetate, washed successively wit... Starting materials: [Li+].[Cl-] (LiCl), BrC1=C(C(=O)OC)C=CC=C1 (methyl 2-bromobenzoate), ClC1=CC=C2C=CC(=NC2=C1)C=CC=1C=C(C=CC1)C(C=C)O (1-(3-(2-(7-chloro-2-quinolinyl)ethenyl)phenyl)-2-propen-1-ol), [Li]OC(=O)C (LiOAc). The reagents and catalysts are CC(=O)[O-].CC(=O)[O-].[Pd+2] (Pd(OAc)2). Run in CN(C)C=O (DMF), O (H2O), O (water). Yields the product ClC1=CC=C2C=CC(=NC2=C1)C=CC=1C=C(C=CC1)C(CCC1=C(C(=O)OC)C=CC=C1)=O (Methyl 2-(3-(3-(2-(7-chloro-2-quinolinyl)ethenyl)phenyl)-3-oxopropyl)benzoate). The yield is 92.2%. Reaction SMILES: [Cl:1][C:2]1[CH:11]=[C:10]2[C:5]([CH:6]=[CH:7][C:8]([CH:12]=[CH:13][C:14]3[CH:15]=[C:16]([CH:20]([OH:23])[CH:21]=[CH2:22])[CH:17]=[CH:18][CH:19]=3)=[N:9]2)=[CH:4][CH:3]=1.[Li]OC(C)=O.[Li+].[Cl-].Br[C:32]1[CH:41]=[CH:40][CH:39]=[CH:38][C:33]=1[C:34]([O:36][CH3:37])=[O:35]>CN(C=O)C.CC([O-])=O.CC([O-])=O.[Pd+2].O>[Cl:1][C:2]1[CH:11]=[C:10]2[C:5]([CH:6]=[CH:7][C:8]([CH:12]=[CH:13][C:14]3[CH:15]=[C:16]([C:20](=[O:23])[CH2:21][CH2:22][C:32]4[CH:41]=[CH:40][CH:39]=[CH:38][C:33]=4[C:34]([O:36][CH3:37])=[O:35])[CH:17]=[CH:18][CH:19]=3)=[N:9]2)=[CH:4][CH:3]=1 |f:2.3,6.7.8|. Procedure: A degassed suspension of 1-(3-(2-(7-chloro-2-quinolinyl)ethenyl)phenyl)-2-propen-1-ol (Step 1, 50.30 g, 156 mmol), LiOAc.2 H2O (41.2 g, 404 mmol), LiCl (6.84 g, 161 mmol), Pd(OAc)2 (1.00 g, 4.45 mmol) and methyl 2-bromobenzoate (33.5 g, 156 mmol) in 300 mL of DMF was stirred at 95° C. for 4 h. The mixture was cooled to r.t (room temperature) and added to 1.8 L of water. The product was extracted with hot EtOAc, dried over Na2SO4 and concentrated. It was dissolved in toluene and filtered through ...